This data is from the Open Reaction Database (ORD), a public repository of structured organic reaction records. The task is: describe an organic reaction: reactants, conditions, products, and yield Starting materials: O1CCN(CCC1)CCCOC1=CC=C(C=C1)C1(CCOCC1)CN (C-{4-[4-(3-[1,4]Oxazepan-4-yl-propoxy)-phenyl]-tetrahydro-pyran-4-yl}-methylamine), BrC1=NC=CC=C1 (2-bromopyridine), C=1C=CC(=CC1)P(C=2C=CC=CC2)C3=CC=C4C=CC=CC4=C3C5=C6C=CC=CC6=CC=C5P(C=7C=CC=CC7)C=8C=CC=CC8 (BINAP), CC(C)([O-])C.[Na+] (sodium tert-butoxide). Reagents/catalysts: C=1C=CC(=CC1)/C=C/C(=O)/C=C/C2=CC=CC=C2.C=1C=CC(=CC1)/C=C/C(=O)/C=C/C2=CC=CC=C2.C=1C=CC(=CC1)/C=C/C(=O)/C=C/C2=CC=CC=C2.[Pd].[Pd] (Pd2(dba)3). Run in C1(=CC=CC=C1)C (toluene). Reaction conditions: temperature 110 celsius. Product: N (NH3), O1CCN(CCC1)CCCOC1=CC=C(C=C1)C1(CCOCC1)CNC1=NC=CC=C1 (N-[(4-{4-[3-(1,4-oxazepan-4-yl)propoxy]phenyl}tetrahydro-2H-pyran-4-yl)methyl]pyridin-2-amine). Yield: 117.5%. As a reaction SMILES: [O:1]1[CH2:7][CH2:6][CH2:5][N:4]([CH2:8][CH2:9][CH2:10][O:11][C:12]2[CH:17]=[CH:16][C:15]([C:18]3([CH2:24][NH2:25])[CH2:23][CH2:22][O:21][CH2:20][CH2:19]3)=[CH:14][CH:13]=2)[CH2:3][CH2:2]1.Br[C:27]1[CH:32]=[CH:31][CH:30]=[CH:29][N:28]=1.C1C=CC(P(C2C(C3C(P(C4C=CC=CC=4)C4C=CC=CC=4)=CC=C4C=3C=CC=C4)=C3C(C=CC=C3)=CC=2)C2C=CC=CC=2)=CC=1.CC(C)([O-])C.[Na+]>C1(C)C=CC=CC=1.C1C=CC(/C=C/C(/C=C/C2C=CC=CC=2)=O)=CC=1.C1C=CC(/C=C/C(/C=C/C2C=CC=CC=2)=O)=CC=1.C1C=CC(/C=C/C(/C=C/C2C=CC=CC=2)=O)=CC=1.[Pd].[Pd]>[NH3:4].[O:1]1[CH2:7][CH2:6][CH2:5][N:4]([CH2:8][CH2:9][CH2:10][O:11][C:12]2[CH:17]=[CH:16][C:15]([C:18]3([CH2:24][NH:25][C:27]4[CH:32]=[CH:31][CH:30]=[CH:29][N:28]=4)[CH2:23][CH2:22][O:21][CH2:20][CH2:19]3)=[CH:14][CH:13]=2)[CH2:3][CH2:2]1 |f:3.4,6.7.8.9.10|. Procedure: C-{4-[4-(3-[1,4]Oxazepan-4-yl-propoxy)-phenyl]-tetrahydro-pyran-4-yl}-methylamine (210 mg, 0.48 mmol) was added to a solution of 2-bromopyridine (70 mg, 0.42 mmol), Pd2(dba)3 (91 mg, 0.1 mmol), BINAP (126 mg, 2 mmol) and sodium tert-butoxide (56 mg, 5.7 mmol) in toluene (3 ml). This solution was heated in the microwave (Smith Personal Synthesiser) at 110° C. for 15 minutes. The solution was filtered through Celite and the filtrate was concentrated in vacuo. The residue was purified by column chr... Reactants: CN1CCN(c2cc(N3CCc4ccc(Br)cc4C3)nc(N)n2)CC1, OC1(c2ccccc2)CCNCC1. Product: CN1CCN(c2cc(N3CCc4ccc(N5CCC(O)(c6ccccc6)CC5)cc4C3)nc(N)n2)CC1. Reaction SMILES: [Br:1][c:2]1[cH:3][cH:4][c:5]2[c:10]([cH:11]1)[CH2:9][N:8]([c:12]1[n:13][c:14]([NH2:25])[n:15][c:16]([N:18]3[CH2:19][CH2:20][N:21]([CH3:24])[CH2:22][CH2:23]3)[cH:17]1)[CH2:7][CH2:6]2.[OH:26][C:27]1([c:33]2[cH:34][cH:35][cH:36][cH:37][cH:38]2)[CH2:28][CH2:29][NH:30][CH2:31][CH2:32]1>>[c:2]1([N:30]2[CH2:29][CH2:28][C:27]([OH:26])([c:33]3[cH:34][cH:35][cH:36][cH:37][cH:38]3)[CH2:32][CH2:31]2)[cH:3][cH:4][c:5]2[c:10]([cH:11]1)[CH2:9][N:8]([c:12]1[n:13][c:14]([NH2:25])[n:15][c:16]([N:18]3[CH2:19][CH2:20][N:21]([CH3:24])[CH2:22][CH2:23]3)[cH:17]1)[CH2:7][CH2:6]2. The reactants are Cc1cc(C)cc(CC(C)(C)NCC(O)c2cc(OCc3ccccc3)cc3c2OCC(=O)N3)c1, CC(C)O, Cl. The product is Cc1cc(C)cc(CC(C)(C)NCC(O)c2cc(O)cc3c2OCC(=O)N3)c1. As a reaction SMILES: [CH2:1]([c:2]1[cH:3][cH:4][cH:5][cH:6][cH:7]1)[O:8][c:9]1[cH:10][c:11]([CH:20]([CH2:21][NH:22][C:23]([CH2:24][c:25]2[cH:26][c:27]([CH3:32])[cH:28][c:29]([CH3:31])[cH:30]2)([CH3:33])[CH3:34])[OH:35])[c:12]2[c:13]([cH:19]1)[NH:14][C:15](=[O:18])[CH2:16][O:17]2.[CH:37]([OH:38])([CH3:39])[CH3:40].[ClH:36]>>[OH:8][c:9]1[cH:10][c:11]([CH:20]([CH2:21][NH:22][C:23]([CH2:24][c:25]2[cH:26][c:27]([CH3:32])[cH:28][c:29]([CH3:31])[cH:30]2)([CH3:33])[CH3:34])[OH:35])[c:12]2[c:13]([cH:19]1)[NH:14][C:15](=[O:18])[CH2:16][O:17]2. Starting materials: NNC(=O)c1ccccc1, ClCCl, CCO, CO, CCCSP(=O)(OCC)Oc1cccc(C=O)c1. Product: CCCSP(=O)(OCC)Oc1cccc(C=NNC(=O)c2ccccc2)c1. Reaction SMILES: [C:22]([c:23]1[cH:24][cH:25][cH:26][cH:27][cH:28]1)(=[O:29])[NH:30][NH2:31].[CH2:34]([Cl:35])[Cl:36].[CH3:19][CH2:20][OH:21].[CH3:32][OH:33].[P:1](=[O:2])([O:3][CH2:4][CH3:5])([S:6][CH2:7][CH2:8][CH3:9])[O:10][c:11]1[cH:12][c:13]([CH:17]=[O:18])[cH:14][cH:15][cH:16]1>>[P:1](=[O:2])([O:3][CH2:4][CH3:5])([S:6][CH2:7][CH2:8][CH3:9])[O:10][c:11]1[cH:12][c:13]([CH:17]=[N:31][NH:30][C:22]([c:23]2[cH:24][cH:25][cH:26][cH:27][cH:28]2)=[O:29])[cH:14][cH:15][cH:16]1. The reactants are CC(=O)Nc1[nH]cc(-c2ccc(N)cc2)c1C(N)=O, Clc1ccccc1Cl, O=S(=O)(Cl)Cl, c1ccncc1. Product: CC(=O)Nc1[nH]cc(-c2ccc(NS(=O)(=O)c3cccc(Cl)c3Cl)cc2)c1C(N)=O. Reaction SMILES: [C:1]([CH3:2])(=[O:3])[NH:4][c:5]1[nH:6][cH:7][c:8](-[c:13]2[cH:14][cH:15][c:16]([NH2:19])[cH:17][cH:18]2)[c:9]1[C:10](=[O:11])[NH2:12].[Cl:25][c:26]1[cH:27][cH:28][cH:29][cH:30][c:31]1[Cl:32].[S:20](=[O:21])(=[O:22])([Cl:23])[Cl:24].[cH:33]1[cH:34][cH:35][n:36][cH:37][cH:38]1>>[C:1]([CH3:2])(=[O:3])[NH:4][c:5]1[nH:6][cH:7][c:8](-[c:13]2[cH:14][cH:15][c:16]([NH:19][S:20](=[O:21])(=[O:22])[c:30]3[cH:29][cH:28][cH:27][c:26]([Cl:25])[c:31]3[Cl:32])[cH:17][cH:18]2)[c:9]1[C:10](=[O:11])[NH2:12]. Reactants: Mg, CC1C(CCC(=C1)C)(C=O)C(=C)C (2,4-dimethyl-1-(prop-1-en-2-yl)cyclohex-3-enecarbaldehyde), BrC(C)C (2-bromopropane). Reaction conditions: time 24 hour. Procedure details: To a mixture of Mg (1.2 g, 50 mmol), Li (0.35 g, 50 mmol) and 2,4-dimethyl-1-(prop-1-en-2-yl)cyclohex-3-enecarbaldehyde (8.9 g, 50 mmol) was added 2-bromopropane (7.5 g, 60 mmol). The mixture was stirred for 24 h under an argon atmosphere and was then poured on ice-cold sat. NH4Cl solution. The mixture was extracted with MTBE (3×50 ml). The combined org. phases were washed with water and brine, dried (MgSO4) and concentrated in vacuo. The residue was distilled in a Kugelrohr oven to yield 8.0 g ... Isolated yield 72.0%. RXN SMILES: [CH3:1][CH:2]1[CH:7]=[C:6]([CH3:8])[CH2:5][CH2:4][C:3]1([C:11]([CH3:13])=[CH2:12])[CH:9]=[O:10].Br[CH:15]([CH3:17])[CH3:16]>>[CH3:1][CH:2]1[CH:7]=[C:6]([CH3:8])[CH2:5][CH2:4][C:3]1([CH:9]([OH:10])[CH:15]([CH3:17])[CH3:16])[C:11]([CH3:13])=[CH2:12]. Product: CC1C(CCC(=C1)C)(C(=C)C)C(C(C)C)O (1-(2,4-Dimethyl-1-(prop-1-en-2-yl)cyclohex-3-enyl)-2-methylpropan-1-ol). Starting materials: O=C([O-])[O-], CI, CN(C)C=O, CCO, COC(=O)c1cc(-c2nc(COc3ccc(COc4nn(-c5ccccc5)cc4C=O)cc3OC)c(C)o2)ccc1OS(C)(=O)=O, Cl, [K+], [K+], [Na+], C1CCOC1, [OH-], O. Yields the product COC(=O)c1cc(-c2nc(COc3ccc(COc4nn(-c5ccccc5)cc4C=O)cc3OC)c(C)o2)ccc1OC. Reaction SMILES: [C:50](=[O:51])([O-:52])[O-:53].[CH3:56][I:57].[CH3:59][N:60]([CH3:61])[CH:62]=[O:63].[CH3:64][CH2:65][OH:66].[CH:1](=[O:2])[c:3]1[c:4]([O:14][CH2:15][c:16]2[cH:17][c:18]([O:45][CH3:46])[c:19]([O:20][CH2:21][c:22]3[n:23][c:24](-[c:28]4[cH:29][cH:30][c:31]([O:38][S:39]([CH3:40])(=[O:41])=[O:42])[c:32]([C:33](=[O:34])[O:35][CH3:36])[cH:37]4)[o:25][c:26]3[CH3:27])[cH:43][cH:44]2)[n:5][n:6](-[c:8]2[cH:9][cH:10][cH:11][cH:12][cH:13]2)[cH:7]1.[ClH:49].[K+:54].[K+:55].[Na+:48].[O:67]1[CH2:68][CH2:69][CH2:70][CH2:71]1.[OH-:47].[OH2:58]>>[CH:1](=[O:2])[c:3]1[c:4]([O:14][CH2:15][c:16]2[cH:17][c:18]([O:45][CH3:46])[c:19]([O:20][CH2:21][c:22]3[n:23][c:24](-[c:28]4[cH:29][cH:30][c:31]([O:38][CH3:50])[c:32]([C:33](=[O:34])[O:35][CH3:36])[cH:37]4)[o:25][c:26]3[CH3:27])[cH:43][cH:44]2)[n:5][n:6](-[c:8]2[cH:9][cH:10][cH:11][cH:12][cH:13]2)[cH:7]1.